From a dataset of the Open Reaction Database (ORD), a public repository of structured organic reaction records. describe an organic reaction: reactants, conditions, products, and yield Starting materials: C=CCN(C(C=CC)CC(=O)OC(C)(C)C)C(C)c1ccccc1, CC(NC(CC(=O)OC(C)(C)C)c1ccccc1)c1ccccc1, ClC(Cl)Cl. The product is CC=CC(CC(=O)OC(C)(C)C)NC(C)c1ccccc1. RXN SMILES: [CH2:1]([CH:2]=[CH2:3])[N:4]([CH:5]([CH2:6][C:7](=[O:8])[O:9][C:10]([CH3:11])([CH3:12])[CH3:13])[CH:14]=[CH:15][CH3:16])[CH:17]([c:18]1[cH:19][cH:20][cH:21][cH:22][cH:23]1)[CH3:24].[CH3:25][CH:26]([NH:27][CH:28]([c:29]1[cH:30][cH:31][cH:32][cH:33][cH:34]1)[CH2:35][C:36]([O:37][C:38]([CH3:39])([CH3:40])[CH3:41])=[O:42])[c:43]1[cH:44][cH:45][cH:46][cH:47][cH:48]1.[Cl:49][CH:50]([Cl:51])[Cl:52]>>[NH:4]([CH:5]([CH2:6][C:7](=[O:8])[O:9][C:10]([CH3:11])([CH3:12])[CH3:13])[CH:14]=[CH:15][CH3:16])[CH:17]([c:18]1[cH:19][cH:20][cH:21][cH:22][cH:23]1)[CH3:24]. Reactants: B, C1CCOC1, C1CCOC1, C=Cc1ccc2sc(C(=O)OC)cc2c1, [Na+], [OH-], O, OO. The product is COC(=O)c1cc2cc(CCO)ccc2s1. Reaction SMILES: [BH3:16].[CH2:17]1[CH2:20][CH2:19][CH2:18][O:21]1.[CH2:26]1[O:27][CH2:28][CH2:29][CH2:30]1.[CH:1](=[CH2:2])[c:3]1[cH:4][c:5]2[c:6]([s:7][c:8]([C:10](=[O:11])[O:12][CH3:13])[cH:9]2)[cH:14][cH:15]1.[Na+:23].[OH-:22].[OH2:31].[OH:24][OH:25]>>[CH2:1]([CH2:2][OH:21])[c:3]1[cH:4][c:5]2[c:6]([s:7][c:8]([C:10](=[O:11])[O:12][CH3:13])[cH:9]2)[cH:14][cH:15]1.